This data is from the Open Reaction Database (ORD), a public repository of structured organic reaction records. The task is: describe an organic reaction: reactants, conditions, products, and yield Reactants: FC1=C(C(=CC=C1)F)S(=O)(=O)NC1=C(C(=O)O)C=CC(=C1)I (2-(2,6-Difluoro-benzenesulfonylamino)-4-iodo-benzoic acid), Cl.COC([C@@H](CC1=CC(=C(C=C1)Cl)Cl)N)=O ((R)-2-amino-3-(3,4-dichloro-phenyl)-propionic acid methyl ester hydrochloride), methyl ester. Yields the product ClC1=CC(=C(C(=O)N[C@@H](C(=O)O)CC2=CC(=C(C=C2)Cl)Cl)C=C1)NS(=O)(=O)C1=C(C=CC=C1F)F ((R)-2-[4-Chloro-2-(2,6-difluoro-benzenesulfonylamino)-benzoylamino]-3-(3,4-dichloro-phenyl)-propionic acid). RXN SMILES: [F:1][C:2]1[CH:7]=[CH:6][CH:5]=[C:4]([F:8])[C:3]=1[S:9]([NH:12][C:13]1[CH:21]=[C:20](I)[CH:19]=[CH:18][C:14]=1[C:15](O)=[O:16])(=[O:11])=[O:10].[ClH:23].C[O:25][C:26](=[O:38])[C@H:27]([NH2:37])[CH2:28][C:29]1[CH:34]=[CH:33][C:32]([Cl:35])=[C:31]([Cl:36])[CH:30]=1>>[Cl:23][C:20]1[CH:19]=[CH:18][C:14]([C:15]([NH:37][C@H:27]([CH2:28][C:29]2[CH:34]=[CH:33][C:32]([Cl:35])=[C:31]([Cl:36])[CH:30]=2)[C:26]([OH:25])=[O:38])=[O:16])=[C:13]([NH:12][S:9]([C:3]2[C:2]([F:1])=[CH:7][CH:6]=[CH:5][C:4]=2[F:8])(=[O:11])=[O:10])[CH:21]=1 |f:1.2|. Reported procedure: 2-(2,6-Difluoro-benzenesulfonylamino)-4-iodo-benzoic acid was coupled to (R)-2-amino-3-(3,4-dichloro-phenyl)-propionic acid methyl ester hydrochloride as in EXAMPLE 1, Part C. The resulting methyl ester was hydrolyzed as in EXAMPLE 2, Part E, to afford the title compound. HPLC: RT=11.00 min. MS (ESI−): mass calcd. for C22H15Cl3F2N2O5S, 563.79; m/z found, 561/563 [M−H]−. 1H NMR (500 MHz, CDCl3): 11.45 (s, 1H), 7.75 (d, J=1.9, 1H), 7.53-7.44 (m, 1H), 7.36 (d, J=8.2, 1H), 7.31-7.25 (m, 2H), 7.06-6.... As a reaction SMILES: [Al+3:6].[CH2:25]1[O:26][CH2:27][CH2:28][CH2:29]1.[Cl:1][Al:2]([Cl:3])[Cl:4].[F:11][c:12]1[cH:13][cH:14][c:15]([O:21][CH3:22])[c:16]([CH2:18][C:19]#[N:20])[cH:17]1.[H-:10].[H-:5].[H-:8].[H-:9].[Li+:7].[Na+:24].[OH-:23]>>[F:11][c:12]1[cH:13][cH:14][c:15]([O:21][CH3:22])[c:16]([CH2:18][CH2:19][NH2:20])[cH:17]1. The product is COc1ccc(F)cc1CCN. Starting materials: [Al+3], C1CCOC1, Cl[Al](Cl)Cl, COc1ccc(F)cc1CC#N, [H-], [H-], [H-], [H-], [Li+], [Na+], [OH-]. Starting materials: C(CCC)[Li] (butyl lithium), C(CC(=O)C)(=O)OC (methyl acetoacetate), [H-].[Na+] (sodium hydride), FC1=CC=C(C=C1)C1=C2C=CC(NC2=NC(=C1/C=C/C=O)C(C)C)=O ((E)-3-[5-(4-Fluorophenyl)-1,2-dihydro-7-isopropyl-2-oxo1, 8-naphthyridin-6-yl]-prop-2-enal). The solvent is CCCCCC (hexane), O1CCCC1 (tetrahydrofuran), O1CCCC1 (tetrahydrofuran), O1CCCC1 (tetrahydrofuran), O (water), C(C)(=O)O (acetic acid). Run at time 15 minute. Yields the product COC(CC(CC(\C=C\C=1C(=C2C=CC(NC2=NC1C(C)C)=O)C1=CC=C(C=C1)F)O)=O)=O (methyl-(E)-7[5-(4 -fluorophenyl)1,2-dihydro-7-isopropyl-2-oxo-1,8-naphthyridin-6-yl]-5-hydroxy-3-oxo-hept-6-enoate). Isolated yield 102.0%. RXN SMILES: [C:1]([O:7][CH3:8])(=[O:6])[CH2:2][C:3]([CH3:5])=[O:4].[H-].[Na+].C([Li])CCC.[F:16][C:17]1[CH:22]=[CH:21][C:20]([C:23]2[C:32](/[CH:33]=[CH:34]/[CH:35]=[O:36])=[C:31]([CH:37]([CH3:39])[CH3:38])[N:30]=[C:29]3[C:24]=2[CH:25]=[CH:26][C:27](=[O:40])[NH:28]3)=[CH:19][CH:18]=1>O1CCCC1.CCCCCC.O.C(O)(=O)C>[CH3:8][O:7][C:1](=[O:6])[CH2:2][C:3](=[O:4])[CH2:5][CH:35]([OH:36])/[CH:34]=[CH:33]/[C:32]1[C:23]([C:20]2[CH:21]=[CH:22][C:17]([F:16])=[CH:18][CH:19]=2)=[C:24]2[C:29](=[N:30][C:31]=1[CH:37]([CH3:39])[CH3:38])[NH:28][C:27](=[O:40])[CH:26]=[CH:25]2 |f:1.2|. Procedure details: 5.47 g (50.7 mmol) of methyl acetoacetate in 5 ml of tetrahydrofuran are added dropwise at -5° C. to 0° C. under argon to a suspension of 1.69 g (56.4 mmol) of 80% strength sodium hydride in 50 ml of anhydrous tetrahydrofuran. After 15 min, 41 ml (67.6 mmol) of 15% strength butyl lithium in hexane are added dropwise at the same temperature and, after a further 15 min, a solution of 5.68 g (16.9 mmol) of the compound from Example 5 in 150 ml of tetrahydrofuran. The mixture is stirred at room temp... Reactants: CC(C)(C)OC(=O)NN, CN1CCC(=O)CC1. Yields the product CN1CCC(=NNC(=O)OC(C)(C)C)CC1. Reaction SMILES: [C:9](=[O:10])([O:11][C:12]([CH3:13])([CH3:14])[CH3:15])[NH:16][NH2:17].[CH3:1][N:2]1[CH2:3][CH2:4][C:5](=[O:8])[CH2:6][CH2:7]1>>[CH3:1][N:2]1[CH2:3][CH2:4][C:5](=[N:17][NH:16][C:9](=[O:10])[O:11][C:12]([CH3:13])([CH3:14])[CH3:15])[CH2:6][CH2:7]1. Reactants: S(=S)(=O)([O-])[O-].[Na+].[Na+] (sodium thiosulfate), C(CCC)OCCOC1=CC=C(C=C1)C=1C=CC2=C(C=C(CCN2CC(C)C)C(=O)NC2=CC=C(C=C2)SCC=2NC=C(N2)CC(F)(F)F)C1 (7-[4-(2-butoxyethoxy)phenyl]-1-isobutyl-N-[4-[[1-(2,2,2-trifluoroethylimidazol-2-yl)methyl]sulfanyl]phenyl]-2,3-dihydro-1-benzazepine-4-carboxamide), solution, ClC1=CC(=CC=C1)C(=O)OO (3-chloroperbenzoic acid). Run in ClCCl (dichloromethane), ClCCl (dichloromethane). Conditions: time 30 minute. Product: C(CCC)OCCOC1=CC=C(C=C1)C=1C=CC2=C(C=C(CCN2CC(C)C)C(=O)NC2=CC=C(C=C2)S(=O)CC=2NC=C(N2)CC(F)(F)F)C1 (7-[4-(2-butoxyethoxy)phenyl]-1-isobutyl-N-[4-[[1-(2,2,2-trifluoroethylimidazol-2-yl)methyl]sulfinyl]phenyl]-2,3-dihydro-1-benzazepine-4-carboxamide). The yield is 39.1%. Reaction SMILES: [CH2:1]([O:5][CH2:6][CH2:7][O:8][C:9]1[CH:14]=[CH:13][C:12]([C:15]2[CH:16]=[CH:17][C:18]3[N:24]([CH2:25][CH:26]([CH3:28])[CH3:27])[CH2:23][CH2:22][C:21]([C:29]([NH:31][C:32]4[CH:37]=[CH:36][C:35]([S:38][CH2:39][C:40]5[NH:41][CH:42]=[C:43]([CH2:45][C:46]([F:49])([F:48])[F:47])[N:44]=5)=[CH:34][CH:33]=4)=[O:30])=[CH:20][C:19]=3[CH:50]=2)=[CH:11][CH:10]=1)[CH2:2][CH2:3][CH3:4].ClC1C=CC=C(C(OO)=[O:59])C=1.S([O-])([O-])(=O)=S.[Na+].[Na+]>ClCCl>[CH2:1]([O:5][CH2:6][CH2:7][O:8][C:9]1[CH:10]=[CH:11][C:12]([C:15]2[CH:16]=[CH:17][C:18]3[N:24]([CH2:25][CH:26]([CH3:27])[CH3:28])[CH2:23][CH2:22][C:21]([C:29]([NH:31][C:32]4[CH:37]=[CH:36][C:35]([S:38]([CH2:39][C:40]5[NH:41][CH:42]=[C:43]([CH2:45][C:46]([F:49])([F:47])[F:48])[N:44]=5)=[O:59])=[CH:34][CH:33]=4)=[O:30])=[CH:20][C:19]=3[CH:50]=2)=[CH:13][CH:14]=1)[CH2:2][CH2:3][CH3:4] |f:2.3.4|. Reported procedure: To a solution of 7-[4-(2-butoxyethoxy)phenyl]-1-isobutyl-N-[4-[[1-(2,2,2-trifluoroethylimidazol-2-yl)methyl]sulfanyl]phenyl]-2,3-dihydro-1-benzazepine-4-carboxamide (150 mg) in dichloromethane (10 ml) was added dropwise 70% solution of 3-chloroperbenzoic acid (79 mg) in dichloromethane (10 ml) at −78° C. To the mixture was added an aqueous solution of sodium thiosulfate, and the mixture was allowed to be at room temperature, stirred for 30 minutes, and extracted with ethyl acetate. The organic l... Starting materials: BrCCCCOC1=CC=CC=C1 (1-bromo-4-phenoxybutane), CC(C)(C(CN1N=CN=C1)=O)C (2,2-dimethyl-4-(1,2,4-triazol-1-yl)-butan-3-one), O (water), [H-].[Na+] (sodium hydride). The solvent is CN(C=O)C (dimethylformamide), CN(C=O)C (dimethylformamide), CN(C=O)C (dimethylformamide). Run at time 20 hour. Product: CC(C)(C(C(CCCCOC1=CC=CC=C1)N1N=CN=C1)=O)C (2,2-dimethyl-4-(1,2,4-triazol-1-yl)-8-phenoxyoctan-3-one). As a reaction SMILES: [CH3:1][C:2]([CH3:12])([C:4](=[O:11])[CH2:5][N:6]1[CH:10]=[N:9][CH:8]=[N:7]1)[CH3:3].[H-].[Na+].Br[CH2:16][CH2:17][CH2:18][CH2:19][O:20][C:21]1[CH:26]=[CH:25][CH:24]=[CH:23][CH:22]=1.O>CN(C)C=O>[CH3:3][C:2]([CH3:12])([C:4](=[O:11])[CH:5]([N:6]1[CH:10]=[N:9][CH:8]=[N:7]1)[CH2:16][CH2:17][CH2:18][CH2:19][O:20][C:21]1[CH:26]=[CH:25][CH:24]=[CH:23][CH:22]=1)[CH3:1] |f:1.2|. Procedure details: A solution of 14.3 g of 2,2-dimethyl-4-(1,2,4-triazol-1-yl)-butan-3-one (cf. German Laid-Open Application DOS No. 2,638,470) in 20 ml of dimethylformamide was added dropwise, under a dry nitrogen atmosphere, to a stirred suspension of 2.3 g of sodium hydride in 20 ml of dimethylformamide, the reaction temperature being kept at 20°-30° C. by cooling; the mixture was subsequently stirred for 20 hours at room temperature. A solution of 19.5 g of 1-bromo-4-phenoxybutane in 20 ml of dimethylformamide...